describe an organic reaction: reactants, conditions, products, and yield From a dataset of the Open Reaction Database (ORD), a public repository of structured organic reaction records. Reactants: COC1=CC(=C(C=C1)/C=C/C(=O)O)[N+](=O)[O-] ((2E)-3-(4-methoxy-2-nitrophenyl)acrylic acid), CO (MeOH), S(=O)(Cl)Cl (thionyl chloride). Yields the product COC1=CC(=C(C=C1)/C=C/C(=O)OC)[N+](=O)[O-] (Methyl (2E)-3-(4-methoxy-2-nitrophenyl)acrylate). RXN SMILES: [CH3:1][O:2][C:3]1[CH:8]=[CH:7][C:6](/[CH:9]=[CH:10]/[C:11]([OH:13])=[O:12])=[C:5]([N+:14]([O-:16])=[O:15])[CH:4]=1.S(Cl)(Cl)=O.[CH3:21]O>>[CH3:1][O:2][C:3]1[CH:8]=[CH:7][C:6](/[CH:9]=[CH:10]/[C:11]([O:13][CH3:21])=[O:12])=[C:5]([N+:14]([O-:16])=[O:15])[CH:4]=1. Procedure: To a mixture of (2E)-3-(4-methoxy-2-nitrophenyl)acrylic acid (16 g, 0.067 mol) in dry MeOH (150 mL) under nitrogen is added dropwise thionyl chloride (12.3 mL, 0.169 mol) at 0° C. The reaction mixture is refluxed for 3 h then cooled to room temperature. The solvent is removed under reduced pressure and the residue is taken up in EtOAc. The organic layer is washed with 10% aqueous NaHCO3, water and brine then dried over Na2SO4. The solvent is removed under reduced pressure to afford 14 g (88%) of... Yield: 88.0%. Starting materials: CS(=O)(=O)c1ccc(CCCN2CCCC(CN3CCN(C(=O)OCc4ccccc4)CC3)C2)cc1, CO. Product: CS(=O)(=O)c1ccc(CCCN2CCCC(CN3CCNCC3)C2)cc1. As a reaction SMILES: [CH3:1][S:2](=[O:3])(=[O:4])[c:5]1[cH:6][cH:7][c:8]([CH2:11][CH2:12][CH2:13][N:14]2[CH2:15][CH:16]([CH2:20][N:21]3[CH2:22][CH2:23][N:24]([C:27]([O:28][CH2:29][c:30]4[cH:31][cH:32][cH:33][cH:34][cH:35]4)=[O:36])[CH2:25][CH2:26]3)[CH2:17][CH2:18][CH2:19]2)[cH:9][cH:10]1.[CH3:37][OH:38]>>[CH3:1][S:2](=[O:3])(=[O:4])[c:5]1[cH:6][cH:7][c:8]([CH2:11][CH2:12][CH2:13][N:14]2[CH2:15][CH:16]([CH2:20][N:21]3[CH2:22][CH2:23][NH:24][CH2:25][CH2:26]3)[CH2:17][CH2:18][CH2:19]2)[cH:9][cH:10]1. Reactants: O.[OH-].[Li+] (lithium hydroxide hydrate), C(C)OC(=O)C=1NC2=CC=C(C=C2C1CCCNC(=O)OC(C)(C)C)OCC1=CC=CC=C1 (5-benzyloxy-3-[3-(t-butoxycarbonylamino)-propyl]-1H-indole-2-carboxylic acid ethyl ester), Cl (HCl). The solvent is O (water), C(C)O (ethanol). Run at time 16 hour. Product: C(C1=CC=CC=C1)OC=1C=C2C(=C(NC2=CC1)C(=O)O)CCCNC(=O)OC(C)(C)C (5-benzyloxy-3-[3-(t-butoxycarbonylamino)-propyl]-1H-indole-2-carboxylic acid). Yield: 99.6%. Reaction SMILES: C([O:3][C:4]([C:6]1[NH:7][C:8]2[C:13]([C:14]=1[CH2:15][CH2:16][CH2:17][NH:18][C:19]([O:21][C:22]([CH3:25])([CH3:24])[CH3:23])=[O:20])=[CH:12][C:11]([O:26][CH2:27][C:28]1[CH:33]=[CH:32][CH:31]=[CH:30][CH:29]=1)=[CH:10][CH:9]=2)=[O:5])C.O.[OH-].[Li+].Cl>C(O)C.O>[CH2:27]([O:26][C:11]1[CH:12]=[C:13]2[C:8](=[CH:9][CH:10]=1)[NH:7][C:6]([C:4]([OH:5])=[O:3])=[C:14]2[CH2:15][CH2:16][CH2:17][NH:18][C:19]([O:21][C:22]([CH3:25])([CH3:24])[CH3:23])=[O:20])[C:28]1[CH:29]=[CH:30][CH:31]=[CH:32][CH:33]=1 |f:1.2.3|. Reported procedure: The above 5-benzyloxy-3-[3-(t-butoxycarbonylamino)-propyl]-1H-indole-2-carboxylic acid ethyl ester (0.2 g, 0.44 mmol, 1.0 equiv) was dissolved in 5 mL of ethanol. A solution of lithium hydroxide hydrate (0.2 g) in 5 mL of water was added and the resulting solution was stirred for 16 h at ambient temperature. The pH was adjusted to <1 with concentrated HCl and the product was quickly extracted with 2×15 mL of ethyl acetate. The organic layers were combined, dried over Na2SO4, decanted and concent... The reactants are [OH-].[Na+] (sodium hydroxide), [OH-].[Na+] (sodium hydroxide), [OH-].[Na+] (sodium hydroxide), final phase, OCC(O)CO (glycerol). Run at time 10.5 hour. The product is O=C1C(O)=C(O)[C@H](O1)[C@@H](O)CO (Ascorbic acid). Reaction SMILES: [OH-:1].[Na+].[OH:3][CH2:4][CH:5]([CH2:7][OH:8])[OH:6]>>[O:3]=[C:4]1[O:1][C@H:7]([C@H:5]([CH2:4][OH:3])[OH:6])[C:7]([OH:8])=[C:5]1[OH:6] |f:0.1|. Reported procedure: The fourth and final fermentation step is performed in a 15000-liter vessel with the inoculation from step no 3. The fermentation is performed at 37° C. for 9 to 12 hours with stirring and pH control. At the start of the fermentation the pH is 6.5. The pH control starts when the pH drops below 5.4 using a 20% sodium hydroxide solution. The pH control is set to pH 5.5. 100 mM glycerol is added in the final phase of the fermentation, just before the culture reaches the stationary phase. The fermen... Reported procedure: Methylhydroquinone (1.9 moles, 235.87 g), bisphenol-A (0.1 moles, 22.83 g), chlorophenyl carbonate (2.04 moles, 577.12 g) and tetrabutylammonium tetraphenylborate (1.6 mmol, 0.899 g) were added to a 1 L 3-neck flask and melted at 165° C. with overhead stirring. 85 wt % chlorophenol (3.38 mole, 350 mL,) was collected by distillation at about 220° C. followed by a slight vacuum at 230° C. The molten prepolymer was quickly poured onto a foil-lined pyrex dish to obtain a solid (369 g). Subsequent po... The reagents and catalysts are C1(=CC=CC=C1)[B-](C1=CC=CC=C1)(C1=CC=CC=C1)C1=CC=CC=C1.C(CCC)[N+](CCCC)(CCCC)CCCC (tetrabutylammonium tetraphenylborate), OC1=CC=C(C=C1)C(C)(C)C1=CC=C(C=C1)O (bisphenol-A). The product is CC(C)(C=1C=CC(=CC1)O)C=2C=CC(=CC2)O.COC1=CC=C(C=C1)O (BPA MeHQ). Isolated yield 110.2%. Reactants: CC1=C(O)C=CC(=C1)O (Methylhydroquinone), C(OC1=C(C=CC=C1)Cl)([O-])=O (chlorophenyl carbonate), ClC1=C(C=CC=C1)O (chlorophenol). RXN SMILES: C[C:2]1[CH:8]=[C:7]([OH:9])[CH:6]=[CH:5][C:3]=1[OH:4].[C:10](=O)([O-])[O:11][C:12]1[CH:17]=[CH:16][CH:15]=[CH:14][C:13]=1Cl.Cl[C:22]1[CH:27]=CC=C[C:23]=1O>C1([B-](C2C=CC=CC=2)(C2C=CC=CC=2)C2C=CC=CC=2)C=CC=CC=1.C([N+](CCCC)(CCCC)CCCC)CCC.OC1C=CC(C(C2C=CC(O)=CC=2)(C)C)=CC=1>[CH3:23][C:22]([C:7]1[CH:6]=[CH:5][C:3]([OH:4])=[CH:2][CH:8]=1)([C:15]1[CH:14]=[CH:13][C:12]([OH:11])=[CH:17][CH:16]=1)[CH3:27].[CH3:10][O:9][C:7]1[CH:8]=[CH:2][C:3]([OH:4])=[CH:5][CH:6]=1 |f:3.4,6.7|.